From a dataset of the Open Reaction Database (ORD), a public repository of structured organic reaction records. describe an organic reaction: reactants, conditions, products, and yield Starting materials: C1(=CC=CC=C1)P(C1=C(C2=CC=CC=C2C=C1)C1=C(C=CC2=CC=CC=C12)P(C1=CC=CC=C1)C1=CC=CC=C1)C1=CC=CC=C1 (2,2′-bis-diphenylphosphanyl-[1,1′]binaphthalenyl), ClC=1N=C(C2=C(N1)N(C=C2C2=CC1=C(N=C(O1)C)C=C2)COCC[Si](C)(C)C)OC2CCCC2 (6-(2-chloro-4-(cyclopentyloxy)-7-((2-(trimethylsilyl)ethoxy)methyl)-7H-pyrrolo[2,3-d]pyrimidin-5-yl)-2-methylbenzo[d]oxazole), ClC1=C(C=NN1CCOC)N (5-chloro-1-(2-methoxyethyl)-1H-pyrazol-4-amine), C([O-])([O-])=O.[Cs+].[Cs+] (cesium carbonate). Reagents/catalysts: C(C)(=O)[O-].[Pd+2].C(C)(=O)[O-] (palladium acetate). Solvent: O1CCOCC1 (1,4-dioxane). Reaction conditions: temperature 100 celsius, time 2 hour. Product: ClC1=C(C=NN1CCOC)NC=1N=C(C2=C(N1)N(C=C2C2=CC1=C(N=C(O1)C)C=C2)COCC[Si](C)(C)C)OC2CCCC2 (N-(5-Chloro-1-(2-methoxyethyl)-1H-pyrazol-4-yl)-4-(cyclopentyloxy)-5-(2-methylbenzo[d]oxazol-6-yl)-7-((2-(trimethylsilyl)ethoxy)methyl)-7H-pyrrolo[2,3-d]pyrimidin-2-amine). Yield: 60.0%. RXN SMILES: Cl[C:2]1[N:3]=[C:4]([O:29][CH:30]2[CH2:34][CH2:33][CH2:32][CH2:31]2)[C:5]2[C:10]([C:11]3[CH:20]=[CH:19][C:14]4[N:15]=[C:16]([CH3:18])[O:17][C:13]=4[CH:12]=3)=[CH:9][N:8]([CH2:21][O:22][CH2:23][CH2:24][Si:25]([CH3:28])([CH3:27])[CH3:26])[C:6]=2[N:7]=1.[Cl:35][C:36]1[N:40]([CH2:41][CH2:42][O:43][CH3:44])[N:39]=[CH:38][C:37]=1[NH2:45].C(=O)([O-])[O-].[Cs+].[Cs+].C1(P(C2C=CC=CC=2)C2C=CC3C(=CC=CC=3)C=2C2C3C(=CC=CC=3)C=CC=2P(C2C=CC=CC=2)C2C=CC=CC=2)C=CC=CC=1>O1CCOCC1.C([O-])(=O)C.[Pd+2].C([O-])(=O)C>[Cl:35][C:36]1[N:40]([CH2:41][CH2:42][O:43][CH3:44])[N:39]=[CH:38][C:37]=1[NH:45][C:2]1[N:3]=[C:4]([O:29][CH:30]2[CH2:34][CH2:33][CH2:32][CH2:31]2)[C:5]2[C:10]([C:11]3[CH:20]=[CH:19][C:14]4[N:15]=[C:16]([CH3:18])[O:17][C:13]=4[CH:12]=3)=[CH:9][N:8]([CH2:21][O:22][CH2:23][CH2:24][Si:25]([CH3:27])([CH3:26])[CH3:28])[C:6]=2[N:7]=1 |f:2.3.4,7.8.9|. Reported procedure: To a degassed mixture of 6-(2-chloro-4-(cyclopentyloxy)-7-((2-(trimethylsilyl)ethoxy)methyl)-7H-pyrrolo[2,3-d]pyrimidin-5-yl)-2-methylbenzo[d]oxazole (1 equiv), 5-chloro-1-(2-methoxyethyl)-1H-pyrazol-4-amine (1.5 equiv) and cesium carbonate (3 equiv) in 1,4-dioxane (0.06 M) was added palladium acetate (0.1 equiv) and 2,2′-bis-diphenylphosphanyl-[1,1′]binaphthalenyl (0.2 equiv). The reaction was stirred at 100° C. for 2 h. Upon completion, the reaction mixture was cooled to room temperature, and ...